Dataset: the Open Reaction Database (ORD), a public repository of structured organic reaction records. Task: describe an organic reaction: reactants, conditions, products, and yield Starting materials: [Li]CCCC, CCCCCC, CC(C)NC(C)C, CCOC(=O)Cl, C1CCOC1, O=C1CCCc2cc3ccccc3n21. Product: CCOC(=O)C1CCc2cc3ccccc3n2C1=O. RXN SMILES: [CH2:1]([Li:2])[CH2:3][CH2:4][CH3:5].[CH3:33][CH2:34][CH2:35][CH2:36][CH2:37][CH3:38].[CH:6]([NH:7][CH:8]([CH3:9])[CH3:10])([CH3:11])[CH3:12].[Cl:27][C:28](=[O:29])[O:30][CH2:31][CH3:32].[O:39]1[CH2:40][CH2:41][CH2:42][CH2:43]1.[cH:13]1[c:14]2[cH:15][c:16]3[n:17]([c:18]2[cH:19][cH:20][cH:21]1)[C:22](=[O:26])[CH2:23][CH2:24][CH2:25]3>>[cH:13]1[c:14]2[cH:15][c:16]3[n:17]([c:18]2[cH:19][cH:20][cH:21]1)[C:22](=[O:26])[CH:23]([C:28](=[O:29])[O:30][CH2:31][CH3:32])[CH2:24][CH2:25]3.